This data is from the Open Reaction Database (ORD), a public repository of structured organic reaction records. The task is: describe an organic reaction: reactants, conditions, products, and yield The reactants are CC1=CC=CC(=N1)C#CC(O)C1CCNCC1 (3-(6-Methyl-pyridin-2-yl)-1-piperidin-4-yl-prop-2-yn-1-ol), N1CCC(CC1)C(C)(C#C)O (2-Piperidin-4-ylbut-3-yn-2-ol), ClC1=NC(=CC=C1[N+](=O)[O-])C (2-chloro-6-methyl-3-nitropyridine). Product: CC1=CC=C(C(=N1)N1CCC(CC1)C(C)(C#C)O)[N+](=O)[O-] (2-[1-(6-Methyl-3-nitropyridin-2-yl)piperidin-4-yl]but-3-yn-2-ol). Isolated yield 93.0%. RXN SMILES: CC1N=C(C#CC(C2CCNCC2)O)C=CC=1.[NH:18]1[CH2:23][CH2:22][CH:21]([C:24]([OH:28])([C:26]#[CH:27])[CH3:25])[CH2:20][CH2:19]1.Cl[C:30]1[C:35]([N+:36]([O-:38])=[O:37])=[CH:34][CH:33]=[C:32]([CH3:39])[N:31]=1>>[CH3:39][C:32]1[N:31]=[C:30]([N:18]2[CH2:23][CH2:22][CH:21]([C:24]([OH:28])([C:26]#[CH:27])[CH3:25])[CH2:20][CH2:19]2)[C:35]([N+:36]([O-:38])=[O:37])=[CH:34][CH:33]=1. Procedure details: The title compound was prepared as described for the compound of Example 237 but starting from Compound 312b instead of Compound 237a and 2-chloro-6-methyl-3-nitropyridine instead of 2-bromo-3-nitropyridine. After the work-up, the residue was purified by automated flash liquid chromatography (Horizon™-Biotage) eluting with PE-EtOAc from PE:EtOAc 9:1 affording the title products as yellow oil. Yield: 93%. Starting materials: [Cl-].[Na+] (sodium chloride), C(C1=CC=CC=C1)OCCO (ethylene glycol monobenzyl ether), [H-].[Na+] (sodium hydride), BrCC(=O)OCC (ethyl bromoacetate). Solvent: CN(C=O)C (N,N-dimethylformamide), CN(C=O)C (N,N-dimethylformamide). Conditions: time 1.5 hour. The product is C(C1=CC=CC=C1)OCCOCC(=O)OCC (ethyl (2-benzyloxyethoxy)acetate). The yield is 30.8%. As a reaction SMILES: [CH2:1]([O:8][CH2:9][CH2:10][OH:11])[C:2]1[CH:7]=[CH:6][CH:5]=[CH:4][CH:3]=1.[H-].[Na+].Br[CH2:15][C:16]([O:18][CH2:19][CH3:20])=[O:17].[Cl-].[Na+]>CN(C)C=O>[CH2:1]([O:8][CH2:9][CH2:10][O:11][CH2:15][C:16]([O:18][CH2:19][CH3:20])=[O:17])[C:2]1[CH:7]=[CH:6][CH:5]=[CH:4][CH:3]=1 |f:1.2,4.5|. Reported procedure: A mixture of ethylene glycol monobenzyl ether (36 ml, 252 mmol), 60% sodium hydride (11.0 g, 275 mmol) and N,N-dimethylformamide (300 ml) was stirred at room temperature for 1.5 hours. To the resulting suspension was added dropwise a solution of ethyl bromoacetate (34 ml, 302 mmol) in N,N-dimethylformamide (50 ml), followed by stirring at room temperature for another 3 hours. The reaction mixture was poured into a 10% aqueous sodium chloride solution and extracted with ethylacetate, and the extr...